Task: describe an organic reaction: reactants, conditions, products, and yield. Dataset: the Open Reaction Database (ORD), a public repository of structured organic reaction records RXN SMILES: [C:1]([c:2]1[cH:3][cH:4][n:5][cH:6][cH:7]1)(=[O:8])[Cl:9].[CH3:10][CH:11]1[CH2:12][C:13](=[O:25])[NH:14][N:15]=[C:16]1[c:17]1[cH:18][c:19]([NH2:24])[c:20]([NH2:23])[cH:21][cH:22]1.[Cl:26][c:27]1[cH:28][cH:29][cH:30][cH:31][cH:32]1>>[C:1]([c:2]1[cH:3][cH:4][n:5][cH:6][cH:7]1)(=[O:8])[NH:24][c:19]1[cH:18][c:17]([C:16]2=[N:15][NH:14][C:13](=[O:25])[CH2:12][CH:11]2[CH3:10])[cH:22][cH:21][c:20]1[NH2:23]. The product is CC1CC(=O)NN=C1c1ccc(N)c(NC(=O)c2ccncc2)c1. Reactants: O=C(Cl)c1ccncc1, CC1CC(=O)NN=C1c1ccc(N)c(N)c1, Clc1ccccc1.